This data is from the Open Reaction Database (ORD), a public repository of structured organic reaction records. The task is: describe an organic reaction: reactants, conditions, products, and yield The reactants are ClC1=C(C=C(C(=C1)Cl)O)N1N=CC(N(C1=O)C)=O (2-(2,4-dichloro-5-hydroxyphenyl)-4-methyl-1,2,4-triazine-3,5(2H,4H)-dione), [H-].[Na+] (sodium hydride), BrCC#C (3-bromo-1-propyne), [H][H] (hydrogen). The solvent is O (water), CN(C=O)C (N,N-dimethylformamide), CN(C=O)C (N,N-dimethylformamide), CN(C=O)C (N,N-dimethylformamide). Run at time 30 minute. Product: ClC1=C(C=C(C(=C1)Cl)OCC#C)N1N=CC(N(C1=O)C)=O (2-[2,4-dichloro-5-(2-propynyloxy)phenyl]-4-methyl-1,2,4-triazine-3,5(2H,4H)-dione). Isolated yield 81.8%. Reaction SMILES: [Cl:1][C:2]1[CH:7]=[C:6]([Cl:8])[C:5]([OH:9])=[CH:4][C:3]=1[N:10]1[C:15](=[O:16])[N:14]([CH3:17])[C:13](=[O:18])[CH:12]=[N:11]1.[H-].[Na+].[H][H].Br[CH2:24][C:25]#[CH:26]>CN(C)C=O.O>[Cl:1][C:2]1[CH:7]=[C:6]([Cl:8])[C:5]([O:9][CH2:26][C:25]#[CH:24])=[CH:4][C:3]=1[N:10]1[C:15](=[O:16])[N:14]([CH3:17])[C:13](=[O:18])[CH:12]=[N:11]1 |f:1.2|. Procedure: Under a dry nitrogen atmosphere a solution of 1.0 g (0.003 mole) of 2-(2,4-dichloro-5-hydroxyphenyl)-4-methyl-1,2,4-triazine-3,5(2H,4H)-dione in 15 mL of N,N-dimethylformamide was added slowly to a stirred mixture of 0.09 g (0.0037 mole) of sodium hydride in 15 mL of N,N-dimethylformamide. After complete addition, the mixture was stirred at 28° C. until hydrogen evolution ceased, then at 45° C. for 30 minutes. The reaction mixture was cooled to room temperature, and a solution of 0.57 g (0.0038 ... Reactants: CCOc1c(Nc2ccc(C#N)cc2O)c(=O)c1=O, CC(C)(C)N, CCO, CCOC(C)=O, CCCCCC. The product is CC(C)(C)Nc1c(Nc2ccc(C#N)cc2O)c(=O)c1=O. Reaction SMILES: [CH2:1]([O:2][c:4]1[c:5](=[O:19])[c:6](=[O:18])[c:7]1[NH:8][c:9]1[c:10]([OH:17])[cH:11][c:12]([C:15]#[N:16])[cH:13][cH:14]1)[CH3:3].[CH3:20][C:21]([CH3:22])([CH3:23])[NH2:24].[CH3:25][CH2:26][OH:27].[CH3:28][CH2:29][O:30][C:31](=[O:32])[CH3:33].[CH3:34][CH2:35][CH2:36][CH2:37][CH2:38][CH3:39]>>[c:4]1([NH:24][C:21]([CH3:20])([CH3:22])[CH3:23])[c:5](=[O:19])[c:6](=[O:18])[c:7]1[NH:8][c:9]1[c:10]([OH:17])[cH:11][c:12]([C:15]#[N:16])[cH:13][cH:14]1.